From a dataset of the Open Reaction Database (ORD), a public repository of structured organic reaction records. describe an organic reaction: reactants, conditions, products, and yield Reactants: C1(CC1)N(C(OC(C)(C)C)=O)S(=O)(=O)C1=C(C=CC=C1)C1=CC(=CC=C1)COCCOCCCCCCN1C(O[C@@H](C1)C1=CC2=C(OC(OC2)(C)C)C=C1)=O (1,1-dimethylethyl cyclopropyl{[3′-({2-({6-[(5R)-5-(2,2-dimethyl-4H-1,3-benzodioxin-6-yl)-2-oxo-1,3-oxazolidin-3-yl]hexyl}oxy)ethoxy}methyl)-1,1′-biphenyl-2-yl]sulfonyl}carbamate), C[Si]([O-])(C)C.[K+] (potassium trimethylsilanolate), P(=O)([O-])([O-])[O-] (phosphate). The solvent is C1CCOC1 (THF). Product: C1(CC1)NS(=O)(=O)C=1C(=CC=CC1)C1=CC(=CC=C1)COCCOCCCCCCNC[C@H](O)C1=CC2=C(OC(OC2)(C)C)C=C1 (N-Cyclopropyl-3′-[(2-[(6-{[(2R)-2-(2,2-dimethyl-4H-1,3-benzodioxin-6-yl)-2-hydroxyethyl]amino}hexyl)oxy]ethoxy)methyl]-1,1′-biphenyl-2-sulfonamide). Isolated yield 60.6%. As a reaction SMILES: [CH:1]1([N:4]([S:12]([C:15]2[CH:20]=[CH:19][CH:18]=[CH:17][C:16]=2[C:21]2[CH:26]=[CH:25][CH:24]=[C:23]([CH2:27][O:28][CH2:29][CH2:30][O:31][CH2:32][CH2:33][CH2:34][CH2:35][CH2:36][CH2:37][N:38]3[CH2:42][C@@H:41]([C:43]4[CH:54]=[CH:53][C:46]5[O:47][C:48]([CH3:52])([CH3:51])[O:49][CH2:50][C:45]=5[CH:44]=4)[O:40]C3=O)[CH:22]=2)(=[O:14])=[O:13])C(=O)OC(C)(C)C)[CH2:3][CH2:2]1.C[Si](C)(C)[O-].[K+].P([O-])([O-])([O-])=O>C1COCC1>[CH:1]1([NH:4][S:12]([C:15]2[C:16]([C:21]3[CH:26]=[CH:25][CH:24]=[C:23]([CH2:27][O:28][CH2:29][CH2:30][O:31][CH2:32][CH2:33][CH2:34][CH2:35][CH2:36][CH2:37][NH:38][CH2:42][C@@H:41]([C:43]4[CH:54]=[CH:53][C:46]5[O:47][C:48]([CH3:51])([CH3:52])[O:49][CH2:50][C:45]=5[CH:44]=4)[OH:40])[CH:22]=3)=[CH:17][CH:18]=[CH:19][CH:20]=2)(=[O:13])=[O:14])[CH2:2][CH2:3]1 |f:1.2|. Procedure details: A stirred mixture of 1,1-dimethylethyl cyclopropyl{[3′-({2-({6-[(5R)-5-(2,2-dimethyl-4H-1,3-benzodioxin-6-yl)-2-oxo-1,3-oxazolidin-3-yl]hexyl}oxy)ethoxy}methyl)-1,1′-biphenyl-2-yl]sulfonyl}carbamate (260 mg) and potassium trimethylsilanolate (420 mg) in THF (10 ml) was heated under reflux for 2 h. The mixture was cooled to 20°, poured into phosphate buffer solution (pH6.5, 50 ml) and extracted with EtOAc (3×30 ml). The combined organic extracts were washed with water (50 ml), dried (MgSO4) and t... The reactants are C1CCOC1, Nc1cc(C2CC2)n[nH]1, CCN(C(C)C)C(C)C, Clc1nc(Cl)nc(-c2ccccc2)n1. Yields the product Clc1nc(Nc2cc(C3CC3)n[nH]2)nc(-c2ccccc2)n1. Reaction SMILES: [CH2:33]1[O:34][CH2:35][CH2:36][CH2:37]1.[CH:1]1([c:4]2[cH:5][c:6]([NH2:9])[nH:7][n:8]2)[CH2:2][CH2:3]1.[CH:24]([N:25]([CH:26]([CH3:27])[CH3:28])[CH2:29][CH3:30])([CH3:31])[CH3:32].[Cl:10][c:11]1[n:12][c:13](-[c:18]2[cH:19][cH:20][cH:21][cH:22][cH:23]2)[n:14][c:15]([Cl:17])[n:16]1>>[CH:1]1([c:4]2[cH:5][c:6]([NH:9][c:15]3[n:14][c:13](-[c:18]4[cH:19][cH:20][cH:21][cH:22][cH:23]4)[n:12][c:11]([Cl:10])[n:16]3)[nH:7][n:8]2)[CH2:2][CH2:3]1. Starting materials: CC(C)CC(C)c1sccc1[N+](=O)[O-], CCO, Cl, [Na+], [OH-], Cl[Sn](Cl)(Cl)Cl. Yields the product CC(C)CC(C)c1sccc1N. Reaction SMILES: [CH3:1][CH:2]([CH2:3][CH:4]([CH3:5])[c:6]1[s:7][cH:8][cH:9][c:10]1[N+:11]([O-:12])=[O:13])[CH3:14].[CH3:23][CH2:24][OH:25].[ClH:20].[Na+:22].[OH-:21].[Sn:15]([Cl:16])([Cl:17])([Cl:18])[Cl:19]>>[CH3:1][CH:2]([CH2:3][CH:4]([CH3:5])[c:6]1[s:7][cH:8][cH:9][c:10]1[NH2:11])[CH3:14]. Starting materials: C=1C=CN2C1CN(C1=C(C2)C=CC=C1)C(=O)C1=CC=C(C=C1)NC(=O)C=1C(=NC=CC1)Cl (N-[4-(5H-pyrrolo[2,1-c][1,4]benzodiazepin-10(11H)-ylcarbonyl)phenyl]-2-chloropyridine-3-carboxamide), CN(CCCN)C (3-(dimethylamino)propylamine). The product is C=1C=CN2C1CN(C1=C(C2)C=CC=C1)C(=O)C1=CC=C(C=C1)NC(=O)C=1C(=NC=CC1)NCCCN(C)C (N-[4-(5H-pyrrolo[2,1-c][1,4]benzodiazepin-10(11H)ylcarbonyl)phenyl]-2-[(3-dimethylaminopropyl)amino]pyridine-3-carboxamide). RXN SMILES: [CH:1]1[CH:2]=[CH:3][N:4]2[CH2:10][C:9]3[CH:11]=[CH:12][CH:13]=[CH:14][C:8]=3[N:7]([C:15]([C:17]3[CH:22]=[CH:21][C:20]([NH:23][C:24]([C:26]4[C:27](Cl)=[N:28][CH:29]=[CH:30][CH:31]=4)=[O:25])=[CH:19][CH:18]=3)=[O:16])[CH2:6][C:5]=12.[CH3:33][N:34]([CH3:39])[CH2:35][CH2:36][CH2:37][NH2:38]>>[CH:1]1[CH:2]=[CH:3][N:4]2[CH2:10][C:9]3[CH:11]=[CH:12][CH:13]=[CH:14][C:8]=3[N:7]([C:15]([C:17]3[CH:22]=[CH:21][C:20]([NH:23][C:24]([C:26]4[C:27]([NH:38][CH2:37][CH2:36][CH2:35][N:34]([CH3:39])[CH3:33])=[N:28][CH:29]=[CH:30][CH:31]=4)=[O:25])=[CH:19][CH:18]=3)=[O:16])[CH2:6][C:5]=12. Procedure: Using the conditions of Example 334 and N-[4-(5H-pyrrolo[2,1-c][1,4]benzodiazepin-10(11H)-ylcarbonyl)phenyl]-2-chloropyridine-3-carboxamide and 3-(dimethylamino)propylamine gives 900 mg of the desired product:M+ =508. The reactants are C(=C)[Sn](C=C)(C=C)C=C (tetravinyltin), ClC=1N=C(C2=C(N1)N(C=C2I)S(=O)(=O)C2=CC=C(C)C=C2)NC2CC2 (2-chloro-N-cyclopropyl-5-iodo-7-tosyl-7H-pyrrolo[2,3-d]pyrimidin-4-amine), O (Water), CCOC(=O)C (EtOAc). The reagents and catalysts are C=1C=CC(=CC1)[P](C=2C=CC=CC2)(C=3C=CC=CC3)[Pd]([P](C=4C=CC=CC4)(C=5C=CC=CC5)C=6C=CC=CC6)([P](C=7C=CC=CC7)(C=8C=CC=CC8)C=9C=CC=CC9)[P](C=1C=CC=CC1)(C=1C=CC=CC1)C=1C=CC=CC1 (Pd(Ph3P)4). Run in O1CCOCC1 (dioxane). Conditions: temperature 100 celsius, time 3 hour. Product: ClC=1N=C(C2=C(N1)N(C=C2C=C)S(=O)(=O)C2=CC=C(C)C=C2)NC2CC2 (2-chloro-N-cyclopropyl-7-tosyl-5-vinyl-7H-pyrrolo[2,3-d]pyrimidin-4-amine). Yield: 25.8%. RXN SMILES: [Cl:1][C:2]1[N:3]=[C:4]([NH:22][CH:23]2[CH2:25][CH2:24]2)[C:5]2[C:10](I)=[CH:9][N:8]([S:12]([C:15]3[CH:21]=[CH:20][C:18]([CH3:19])=[CH:17][CH:16]=3)(=[O:14])=[O:13])[C:6]=2[N:7]=1.[CH:26]([Sn](C=C)(C=C)C=C)=[CH2:27].O.CCOC(C)=O>O1CCOCC1.C1C=CC([P]([Pd]([P](C2C=CC=CC=2)(C2C=CC=CC=2)C2C=CC=CC=2)([P](C2C=CC=CC=2)(C2C=CC=CC=2)C2C=CC=CC=2)[P](C2C=CC=CC=2)(C2C=CC=CC=2)C2C=CC=CC=2)(C2C=CC=CC=2)C2C=CC=CC=2)=CC=1>[Cl:1][C:2]1[N:3]=[C:4]([NH:22][CH:23]2[CH2:25][CH2:24]2)[C:5]2[C:10]([CH:26]=[CH2:27])=[CH:9][N:8]([S:12]([C:15]3[CH:21]=[CH:20][C:18]([CH3:19])=[CH:17][CH:16]=3)(=[O:14])=[O:13])[C:6]=2[N:7]=1 |^1:51,53,72,91|. Reported procedure: A solution of 2-chloro-N-cyclopropyl-5-iodo-7-tosyl-7H-pyrrolo[2,3-d]pyrimidin-4-amine (190 mg, 0.389 mmol) in dioxane (3 mL) was degassed with Ar before being charged with tetravinyltin (0.105 mL, 0.576 mmol) and Pd(Ph3P)4 (41 mg, 0.035 mmol). The mixture was stirred at 100° C. for 3 h. Water and EtOAc were added. The organic phase was separated, dried over Na2SO4, concentrated in vacuo. The residue was purified by HPLC to give 2-chloro-N-cyclopropyl-7-tosyl-5-vinyl-7H-pyrrolo[2,3-d]pyrimidin-4... Procedure details: A solution of 16.8 g of 3-(1-acetyl-4-piperidinyl)-6-fluoro-1-methyl-1H-indazole and 100 ml of 6N hydrochloric acid was heated under reflux for 4 hrs. The solution was cooled in an ice bath, 50% aqueous sodium hydroxide was added, dropwise, with stirring and the mixture was extracted with ethyl acetate. Concentration of the organic extract gave an oil. The oil was dissolved in ethyl acetate and a saturated solution of ethyl acetate-hydrogen chloride was added. The salt was recrystallized twice f... Product: Cl.FC1=CC=C2C(=NN(C2=C1)C)C1CCNCC1 (6-Fluoro-1-methyl-3-(4-piperidinyl)-1H-indazole hydrochloride). The reactants are C(C)(=O)OCC.Cl (ethyl acetate hydrogen chloride), C(C)(=O)N1CCC(CC1)C1=NN(C2=CC(=CC=C12)F)C (3-(1-acetyl-4-piperidinyl)-6-fluoro-1-methyl-1H-indazole), Cl (hydrochloric acid), [OH-].[Na+] (sodium hydroxide). RXN SMILES: C([N:4]1[CH2:9][CH2:8][CH:7]([C:10]2[C:18]3[C:13](=[CH:14][C:15]([F:19])=[CH:16][CH:17]=3)[N:12]([CH3:20])[N:11]=2)[CH2:6][CH2:5]1)(=O)C.[ClH:21].[OH-].[Na+].C(OCC)(=O)C.Cl>C(OCC)(=O)C>[ClH:21].[F:19][C:15]1[CH:14]=[C:13]2[C:18]([C:10]([CH:7]3[CH2:8][CH2:9][NH:4][CH2:5][CH2:6]3)=[N:11][N:12]2[CH3:20])=[CH:17][CH:16]=1 |f:2.3,4.5,7.8|. The yield is 21.0%. The solvent is C(C)(=O)OCC (ethyl acetate). The reactants are CCNC(=O)Nc1ccc(-c2nc3c(c(N4CCC(OC)CC4)n2)CCNC3)cc1, Fc1cnc(Cl)nc1. Yields the product CCNC(=O)Nc1ccc(-c2nc3c(c(N4CCC(OC)CC4)n2)CCN(c2ncc(F)cn2)C3)cc1. As a reaction SMILES: [CH2:1]([CH3:2])[NH:3][C:4](=[O:5])[NH:6][c:7]1[cH:8][cH:9][c:10](-[c:13]2[n:14][c:15]([N:23]3[CH2:24][CH2:25][CH:26]([O:29][CH3:30])[CH2:27][CH2:28]3)[c:16]3[c:17]([n:18]2)[CH2:19][NH:20][CH2:21][CH2:22]3)[cH:11][cH:12]1.[Cl:31][c:32]1[n:33][cH:34][c:35]([F:38])[cH:36][n:37]1>>[CH2:1]([CH3:2])[NH:3][C:4](=[O:5])[NH:6][c:7]1[cH:8][cH:9][c:10](-[c:13]2[n:14][c:15]([N:23]3[CH2:24][CH2:25][CH:26]([O:29][CH3:30])[CH2:27][CH2:28]3)[c:16]3[c:17]([n:18]2)[CH2:19][N:20]([c:32]2[n:33][cH:34][c:35]([F:38])[cH:36][n:37]2)[CH2:21][CH2:22]3)[cH:11][cH:12]1.